Dataset: the Open Reaction Database (ORD), a public repository of structured organic reaction records. Task: describe an organic reaction: reactants, conditions, products, and yield The reactants are C(C1=CC=CC=C1)OC(=O)[C@H]1N(C[C@@H](C1)O)S(=O)(=O)C1=CC2=CC=CC=C2C=C1 ((2S,4R)-4-hydroxy-1-(naphthalene-2-sulfonyl)-pyrrolidine-2-carboxylic acid benzyl ester), B(F)(F)F.CCOCC (boron trifluoride ethyl etherate), CC(C)=C (isobutylene), C([O-])(O)=O.[Na+] (sodium bicarbonate). The solvent is ClCCl (dichloromethane). Reaction conditions: temperature -20 celsius, time 2 hour. Product: C(C1=CC=CC=C1)OC(=O)[C@H]1N(C[C@@H](C1)OC(C)(C)C)S(=O)(=O)C1=CC2=CC=CC=C2C=C1 ((2S,4R)-4-tert-butoxy-1-(naphthalene-2-sulfonyl)-pyrrolidine-2-carboxylic acid benzyl ester). RXN SMILES: [CH2:1]([O:8][C:9]([C@@H:11]1[CH2:15][C@@H:14]([OH:16])[CH2:13][N:12]1[S:17]([C:20]1[CH:29]=[CH:28][C:27]2[C:22](=[CH:23][CH:24]=[CH:25][CH:26]=2)[CH:21]=1)(=[O:19])=[O:18])=[O:10])[C:2]1[CH:7]=[CH:6][CH:5]=[CH:4][CH:3]=1.B(F)(F)F.CCOCC.[CH3:39][C:40](=[CH2:42])[CH3:41].C(=O)(O)[O-].[Na+]>ClCCl>[CH2:1]([O:8][C:9]([C@@H:11]1[CH2:15][C@@H:14]([O:16][C:40]([CH3:42])([CH3:41])[CH3:39])[CH2:13][N:12]1[S:17]([C:20]1[CH:29]=[CH:28][C:27]2[C:22](=[CH:23][CH:24]=[CH:25][CH:26]=2)[CH:21]=1)(=[O:19])=[O:18])=[O:10])[C:2]1[CH:7]=[CH:6][CH:5]=[CH:4][CH:3]=1 |f:1.2,4.5|. Procedure details: Tert-Butyletherification: To a solution of (2S,4R)-4-hydroxy-1-(naphthalene-2-sulfonyl)-pyrrolidine-2-carboxylic acid benzyl ester (14.8 g) in dichloromethane (140 ml) were added boron trifluoride ethyl etherate (3 ml) and isobutylene (cooled and liquefied at −30° C., 170 ml) at −30° C. The turbid reaction mixture was stirred at −20° C. for 2 h, poured onto a saturated sodium bicarbonate solution, and extracted with dichloromethane. The organic phases were washed with water, dried over magnesium... Reactants: CC(=O)O, Cl, CC1CC(Cc2ccc(-c3ccccc3)cc2)NC1=O. Yields the product Cl, CC(CC(N)Cc1ccc(-c2ccccc2)cc1)C(=O)O. RXN SMILES: [CH3:22][C:23]([OH:24])=[O:25].[ClH:21].[c:1]1(-[c:15]2[cH:16][cH:17][cH:18][cH:19][cH:20]2)[cH:2][cH:3][c:4]([CH2:7][CH:8]2[CH2:9][CH:10]([CH3:14])[C:11](=[O:13])[NH:12]2)[cH:5][cH:6]1>>[ClH:21].[c:1]1(-[c:15]2[cH:16][cH:17][cH:18][cH:19][cH:20]2)[cH:2][cH:3][c:4]([CH2:7][CH:8]([CH2:9][CH:10]([C:11](=[O:13])[OH:24])[CH3:14])[NH2:12])[cH:5][cH:6]1. Starting materials: CC(C)(C)OC(=O)C(C)(C)Sc1nc(CC(=O)O)cs1, CO, [Cl-], N. The product is CC(C)(C)OC(=O)C(C)(C)Sc1nc(CCO)cs1. As a reaction SMILES: [C:1]([CH3:2])([CH3:3])([CH3:4])[O:5][C:6]([C:7]([CH3:8])([CH3:9])[S:10][c:11]1[s:12][cH:13][c:14]([CH2:16][C:17](=[O:18])[OH:19])[n:15]1)=[O:20].[CH3:23][OH:24].[Cl-:21].[NH3:22]>>[C:1]([CH3:2])([CH3:3])([CH3:4])[O:5][C:6]([C:7]([CH3:8])([CH3:9])[S:10][c:11]1[s:12][cH:13][c:14]([CH2:16][CH2:17][OH:18])[n:15]1)=[O:20]. RXN SMILES: [NH2:1][CH:2]([C:9]1([CH3:14])[CH2:13][CH2:12][CH2:11][CH2:10]1)[CH2:3][C:4]([O:6][CH2:7][CH3:8])=[O:5].[F:15][C:16]1[CH:17]=[C:18]2[C:24]([C:25]3[N:30]=[C:29](S(C)=O)[C:28]([F:34])=[CH:27][N:26]=3)=[CH:23][N:22]([S:35]([C:38]3[CH:43]=[CH:42][C:41]([CH3:44])=[CH:40][CH:39]=3)(=[O:37])=[O:36])[C:19]2=[N:20][CH:21]=1.C(N(CC)C(C)C)(C)C>C1COCC1>[F:34][C:28]1[C:29]([NH:1][CH:2]([C:9]2([CH3:14])[CH2:10][CH2:11][CH2:12][CH2:13]2)[CH2:3][C:4]([O:6][CH2:7][CH3:8])=[O:5])=[N:30][C:25]([C:24]2[C:18]3[C:19](=[N:20][CH:21]=[C:16]([F:15])[CH:17]=3)[N:22]([S:35]([C:38]3[CH:43]=[CH:42][C:41]([CH3:44])=[CH:40][CH:39]=3)(=[O:37])=[O:36])[CH:23]=2)=[N:26][CH:27]=1. Starting materials: NC(CC(=O)OCC)C1(CCCC1)C (ethyl 3-amino-3-(1-methylcyclopentyl)propanoate), NC(CC(=O)OCC)C1(CCCC1)C (ethyl 3-amino-3-(1-methylcyclopentyl)propanoate), FC=1C=C2C(=NC1)N(C=C2C2=NC=C(C(=N2)S(=O)C)F)S(=O)(=O)C2=CC=C(C=C2)C (5-fluoro-3-(5-fluoro-4-methylsulfinyl-pyrimidin-2-yl)-1-(p-tolylsulfonyl)-pyrrolo[2,3-b]pyridine), FC=1C=C2C(=NC1)N(C=C2C2=NC=C(C(=N2)S(=O)C)F)S(=O)(=O)C2=CC=C(C=C2)C (5-fluoro-3-(5-fluoro-4-methylsulfinyl-pyrimidin-2-yl)-1-(p-tolylsulfonyl)pyrrolo[2,3-b]pyridine), C(C)(C)N(C(C)C)CC (N,N-diisopropylethylamine). Procedure details: A suspension of ethyl 3-amino-3-(1-methylcyclopentyl)propanoate, 33a, (0.20 g, 1.00 mmol), 5-fluoro-3-(5-fluoro-4-methylsulfinyl-pyrimidin-2-yl)-1-(p-tolylsulfonyl)-pyrrolo[2,3-b]pyridine, 25a (0.54 g, 1.20 mmol), and N,N-diisopropylethylamine (0.26 mL, 1.50 mmol) in THF (14.4 mL) was refluxed at 80° C. overnight. After removing the solvent in vacuo, the crude product was purified by silica gel chromatography (0-50% EtOAc/Hexanes gradient) to afford 300 mg of the desired product as a light yello... Reaction conditions: temperature 80 celsius. The solvent is C1CCOC1 (THF). The product is FC=1C(=NC(=NC1)C1=CN(C2=NC=C(C=C21)F)S(=O)(=O)C2=CC=C(C)C=C2)NC(CC(=O)OCC)C2(CCCC2)C (ethyl 3-((5-fluoro-2-(5-fluoro-1-tosyl-1H-pyrrolo[2,3-b]pyridin-3-yl)pyrimidin-4-yl)amino)-3-(1-methylcyclopentyl)propanoate). Starting materials: O=C1C(=NC=CN1)C(N)=N (3-oxo-3,4-dihydro-2-pyrazinecarboximidamide), C(C)(=O)O[C@H]1[C@H](OC(C)=O)[C@H](OC(C)=O)[C@H](O1)COC(C)=O (β-D-ribofuranose-1,2,3,5-tetraacetate), stannic, FC(C(=O)O)(F)F (trifluoroacetic acid), O (water), O=C1C(=NC=CN1)C(N)=N (3-oxo-3,4-dihydro-2-pyrazinecarboximidamide). Reagents/catalysts: S(=O)(=O)([O-])[O-].[NH4+].[NH4+] (ammonium sulfate), S(=O)(=O)([O-])[O-].[NH4+].[NH4+] (ammonium sulfate). The solvent is C(C)#N (acetonitrile), C[Si](N[Si](C)(C)C)(C)C (1,1,1,3,3,3-hexamethyldisilazane). Run at time 3 hour. Yields the product C(C)(=O)O[C@@H]1[C@H](O[C@H]([C@@H]1OC(C)=O)N1C(C(=NC=C1)C(=N)N)=O)COC(C)=O ((2R,3R,4R,5R)-4-(acetyloxy)-2-[(acetyloxy)methyl]-5-[3-[amino(imino)methyl]-2-oxo-1(2H)-pyrazinyl]tetrahydro-3-furanyl acetate). Yield: 59.4%. Reaction SMILES: [O:1]=[C:2]1[NH:7][CH:6]=[CH:5][N:4]=[C:3]1[C:8](=[NH:10])[NH2:9].C(O[C@@H:15]1[O:27][C@H:26]([CH2:28][O:29][C:30](=[O:32])[CH3:31])[C@@H:21]([O:22][C:23](=[O:25])[CH3:24])[C@H:16]1[O:17][C:18](=[O:20])[CH3:19])(=O)C.FC(F)(F)C(O)=O.O>C[Si](C)(C)N[Si](C)(C)C.C(#N)C.S([O-])([O-])(=O)=O.[NH4+].[NH4+]>[C:23]([O:22][C@H:21]1[C@@H:16]([O:17][C:18](=[O:20])[CH3:19])[C@H:15]([N:7]2[CH:6]=[CH:5][N:4]=[C:3]([C:8]([NH2:9])=[NH:10])[C:2]2=[O:1])[O:27][C@@H:26]1[CH2:28][O:29][C:30](=[O:32])[CH3:31])(=[O:25])[CH3:24] |f:6.7.8|. Procedure details: In 2.0 mL of 1,1,1,3,3,3-hexamethyldisilazane were suspended 0.20 g of 3-oxo-3,4-dihydro-2-pyrazinecarboximidamide and 10 mg of ammonium sulfate. Under a stream of nitrogen gas, the suspension was heated under reflux for 10 minutes. After adding 9.0 mg of ammonium sulfate, the mixture was heated under reflux for an additional 2 hours. The reaction mixture was allowed to cool, and the solvent was removed under reduced pressure. The residue thus obtained was dissolved in 4.0 mL of acetonitrile, 0.... Reactants: OCCNC1=C(C=C(C#N)C=C1)[N+](=O)[O-] (4-(2-hydroxyethylamino)-3-nitrobenzonitrile), O.O.[Sn](Cl)(Cl)(Cl)Cl (tin chloride dihydrate). Solvent: C(C)O (ethanol). Yields the product NC=1C=C(C#N)C=CC1NCCO (3-Amino-4-(2-hydroxyethylamino)benzonitrile). Isolated yield 78.2%. As a reaction SMILES: [OH:1][CH2:2][CH2:3][NH:4][C:5]1[CH:12]=[CH:11][C:8]([C:9]#[N:10])=[CH:7][C:6]=1[N+:13]([O-])=O.O.O.[Sn](Cl)(Cl)(Cl)Cl>C(O)C>[NH2:13][C:6]1[CH:7]=[C:8]([CH:11]=[CH:12][C:5]=1[NH:4][CH2:3][CH2:2][OH:1])[C:9]#[N:10] |f:1.2.3|. Reported procedure: A solution of 4-(2-hydroxyethylamino)-3-nitrobenzonitrile (3.11 g) and tin chloride dihydrate (16.94 g) in ethanol (50 ml) was stirred at 70° C. for 1 hour. After completion of the reaction, the solvent was evaporated and to the obtained residue were added tetrahydrofuran and 15% aqueous sodium hydroxide solution. The mixture was stirred and insoluble material and the aqueous layer were removed. The obtained organic layer was dried over anhydrous magnesium sulfate and the solvent was evaporated.... Reactants: N (Ammonia), C(C)OC(=O)C=1C2=C(C(=NC1)Cl)C(=CS2)COC2=C(C=CC(=C2)C=2N=NN(C2)CC2=CC=C(C=C2)Cl)C (4-chloro-3-{5-[1-(4-chloro-benzyl)-1H-[1,2,3]triazol-4-yl]-2-methyl-phenoxymethyl}-thieno[3,2-c]pyridine-7-carboxylic acid ethyl ester). Run in CC(C)O (2-propanol). Conditions: temperature 140 celsius. Yields the product C(C)OC(=O)C=1C2=C(C(=NC1)N)C(=CS2)COC2=C(C=CC(=C2)C=2N=NN(C2)CC2=CC=C(C=C2)Cl)C (4-amino-3-{5-[1-(4-chloro-benzyl)-1H-[1,2,3]triazol-4-yl]-2-methyl-phenoxymethyl}-thieno[3,2-c]pyridine-7-carboxylic acid ethyl ester). Reaction SMILES: [NH3:1].[CH2:2]([O:4][C:5]([C:7]1[C:8]2[S:16][CH:15]=[C:14]([CH2:17][O:18][C:19]3[CH:24]=[C:23]([C:25]4[N:26]=[N:27][N:28]([CH2:30][C:31]5[CH:36]=[CH:35][C:34]([Cl:37])=[CH:33][CH:32]=5)[CH:29]=4)[CH:22]=[CH:21][C:20]=3[CH3:38])[C:9]=2[C:10](Cl)=[N:11][CH:12]=1)=[O:6])[CH3:3]>CC(O)C>[CH2:2]([O:4][C:5]([C:7]1[C:8]2[S:16][CH:15]=[C:14]([CH2:17][O:18][C:19]3[CH:24]=[C:23]([C:25]4[N:26]=[N:27][N:28]([CH2:30][C:31]5[CH:36]=[CH:35][C:34]([Cl:37])=[CH:33][CH:32]=5)[CH:29]=4)[CH:22]=[CH:21][C:20]=3[CH3:38])[C:9]=2[C:10]([NH2:1])=[N:11][CH:12]=1)=[O:6])[CH3:3]. Procedure details: Ammonia gas was bubbled into a solution of 4-chloro-3-{5-[1-(4-chloro-benzyl)-1H-[1,2,3]triazol-4-yl]-2-methyl-phenoxymethyl}-thieno[3,2-c]pyridine-7-carboxylic acid ethyl ester (0.33 g, 0.60 mmol) (from Example 35 supra) in 2-propanol (30 mL) for 20 minutes. The mixture was heated in a microwave reactor at 140° C. for 2 hours. The reaction mixture was concentrated. The residue washed with hot methanol, filtered and dried to give 4-amino-3-{5-[1-(4-chloro-benzyl)-1H-[1,2,3]triazol-4-yl]-2-methyl... Reactants: ClCCCCC(C)(C)O (1-chloro-5-hydroxy-5-methylhexane), [OH-].[Na+] (sodium hydroxide), CN1C(NC(C=2NC=NC12)=O)=O (3-methylxanthine), [OH-].[Na+] (sodium hydroxide). The solvent is CN(C=O)C (dimethylformamide). Reaction conditions: temperature 110 celsius. Product: OC(CCCCN1C=NC=2N(C(NC(C12)=O)=O)C)(C)C (7-(5-Hydroxy-5-methylhexyl)-3-methylxanthine). As a reaction SMILES: [CH3:1][N:2]1[C:10]2[N:9]=[CH:8][NH:7][C:6]=2[C:5](=[O:11])[NH:4][C:3]1=[O:12].[OH-].[Na+].Cl[CH2:16][CH2:17][CH2:18][CH2:19][C:20]([OH:23])([CH3:22])[CH3:21]>CN(C)C=O>[OH:23][C:20]([CH3:22])([CH3:21])[CH2:19][CH2:18][CH2:17][CH2:16][N:7]1[C:6]2[C:5](=[O:11])[NH:4][C:3](=[O:12])[N:2]([CH3:1])[C:10]=2[N:9]=[CH:8]1 |f:1.2|. Procedure details: 83 g (0.5 mol) of 3-methylxanthine are dissolved in 500 ml of 1N sodium hydroxide solution (0.5 mol) under the influence of heat. The mixture is filtered, the water is distilled off under reduced pressure and the sodium salt which remains is dried under a high vacuum. After addition of 1.5 liters of dimethylformamide and 75.3 g (0.5 mol) of 1-chloro-5-hydroxy-5-methylhexane, the mixture is heated at 110° C. for 6 hours, while stirring, filtered hot and evaporated under reduced pressure, the resi... Starting materials: CC(C)(CO)c1ccc(C(=O)Nc2nc3ccc(Br)nc3s2)cc1, CC1(C)OB(c2cn[nH]c2)OC1(C)C. Product: CC(C)(CO)c1ccc(C(=O)Nc2nc3ccc(-c4cn[nH]c4)nc3s2)cc1. RXN SMILES: [Br:1][c:2]1[cH:3][cH:4][c:5]2[c:6]([n:7]1)[s:8][c:9]([NH:11][C:12]([c:13]1[cH:14][cH:15][c:16]([C:19]([CH2:20][OH:21])([CH3:22])[CH3:23])[cH:17][cH:18]1)=[O:24])[n:10]2.[CH3:25][C:26]1([CH3:27])[C:28]([CH3:29])([CH3:30])[O:31][B:32]([c:33]2[cH:34][n:35][nH:36][cH:37]2)[O:38]1>>[c:2]1(-[c:33]2[cH:34][nH:35][n:36][cH:37]2)[cH:3][cH:4][c:5]2[c:6]([n:7]1)[s:8][c:9]([NH:11][C:12]([c:13]1[cH:14][cH:15][c:16]([C:19]([CH2:20][OH:21])([CH3:22])[CH3:23])[cH:17][cH:18]1)=[O:24])[n:10]2.